describe an organic reaction: reactants, conditions, products, and yield From a dataset of the Open Reaction Database (ORD), a public repository of structured organic reaction records. Starting materials: C(CCCCCCC\C=C/CCCCCCCC)(=O)Cl (oleoyl chloride), N[C@@H](CCCCNC(=O)OCC1=CC=CC=C1)C(=O)N1[C@H](C(=O)OC)CCC1.FC(F)(F)C(=O)O (H-Lys(Z)-Pro-OMe trifluoroacetate), N[C@@H](CCCCNC(=O)OCC1=CC=CC=C1)C(=O)N1[C@H](C(=O)OC)CCC1.FC(F)(F)C(=O)O (H-Lys(Z)-Pro-OMe trifluoroacetate). Solvent: N([C@@H](C(C)C)C(=O)O)C(=O)OCC1=CC=CC=C1 (Z-Val-OH), N[C@@H](CC(C)C)C(=O)N[C@@H](CC(C)C)C(=O)N1[C@H](C(=O)OC)CCC1 (H-Leu-Leu-Pro-OMe). Yields the product N([C@@H](CC(C)C)C(=O)N1[C@H](C(=O)OC)CCC1)C(=O)CCCCCCCCCCCCCCC (palmitoyl-Leu-Pro-OMe). As a reaction SMILES: [C:1](Cl)(=[O:19])[CH2:2][CH2:3][CH2:4][CH2:5][CH2:6][CH2:7][CH2:8]/[CH:9]=[CH:10]\[CH2:11][CH2:12][CH2:13][CH2:14][CH2:15][CH2:16]CC.[NH2:21][C@H:22]([C:38]([N:40]1[CH2:48][CH2:47][CH2:46][C@H:41]1[C:42]([O:44][CH3:45])=[O:43])=[O:39])[CH2:23][CH2:24][CH2:25]CNC(OCC1C=CC=CC=1)=O.F[C:50](C(O)=O)(F)F>N(C(OCC1C=CC=CC=1)=O)[C@H](C(O)=O)C(C)C.N[C@H](C(N[C@H](C(N1CCC[C@H]1C(OC)=O)=O)CC(C)C)=O)CC(C)C>[NH:21]([C:1]([CH2:2][CH2:3][CH2:4][CH2:5][CH2:6][CH2:7][CH2:8][CH2:9][CH2:10][CH2:11][CH2:12][CH2:13][CH2:14][CH2:15][CH3:16])=[O:19])[C@H:22]([C:38]([N:40]1[CH2:48][CH2:47][CH2:46][C@H:41]1[C:42]([O:44][CH3:45])=[O:43])=[O:39])[CH2:23][CH:24]([CH3:25])[CH3:50] |f:1.2|. Reported procedure: Instead of oleoyl chloride in (b), (a) palmitoyl chloride, (b) stearoyl chloride and (c) linoleolyl chloride were used to obtain (a') palmitoyl-Leu-Pro-OMe (SUAM 1141), (b') stearoyl-Leu-Pro-OMe (SUAM 1142) and (c') linoleoyl-Leu-Pro-OMe (SUAM 1143), respectively. Further, instead of H-Leu-Pro-OMe in (b), (d) H-Val-Pro-OMe, (e) H-Ala-Pro-OMe (f) H-Leu-Leu-Pro-OMe, (g) H-Phe-Pro-OMe, (h) H-Met-Pro-OMe and (i) H-norLeu-Pro-OMe were used to obtain (d') oleoyl-Val-Pro-OMe (SUAM 1147), (e') oleoyl -A... Starting materials: solution, COC1=C(C=C(C=C1)OC)NC(OC(C)(C)C)=O (tert-butyl 2,5-dimethoxyphenylcarbamate), C(C)(=O)O[IH]C1=C(C=CC=C1)[IH]OC(C)=O (bis(acetoxyiodo) benzene), ice. Run in C(C)(=O)OCC (ethyl acetate). Reaction conditions: time 8 hour. Yields the product COC1(C=CC(C=C1NC(OC(C)(C)C)=O)=O)OC (tert-butyl 6,6-dimethoxy-3-oxocyclohexa-1,4-dienylcarbamate). Isolated yield 22.3%. As a reaction SMILES: [CH3:1][O:2][C:3]1[CH:8]=[CH:7][C:6]([O:9]C)=[CH:5][C:4]=1[NH:11][C:12](=[O:18])[O:13][C:14]([CH3:17])([CH3:16])[CH3:15].[C:19](O[IH]C1C=CC=CC=1[IH]OC(=O)C)(=[O:21])C>C(OCC)(=O)C>[CH3:1][O:2][C:3]1([O:21][CH3:19])[C:4]([NH:11][C:12](=[O:18])[O:13][C:14]([CH3:17])([CH3:16])[CH3:15])=[CH:5][C:6](=[O:9])[CH:7]=[CH:8]1. Procedure: A methanolic (700 mL) solution of compound 2 (29 g, 115 mmol) was cooled in an ice bath before the addition of bis(acetoxyiodo) benzene (62 g, 194 mmol) in six portions over a period of 30 minutes. The solution was stirred in the ice bath for 2 hours then brought to room temperature and stirred overnight. The reaction mixture was diluted with ethyl acetate (1.5 L) and rinsed with water, dilute hydrochloric acid, and brine. The aqueous was back-extracted once with ethyl acetate and the organics c... Reactants: C1(CC1)C1=CC=C(C=C1)/C(=C/CO)/C1=CC=C(C=C1)I ((Z)-3-(4-cyclopropylphenyl)-3-(4-iodophenyl)prop-2-en-1-ol), OC1=CC(=C(OCC(=O)OC)C=C1)C (methyl (4-hydroxy-2-methylphenoxy)acetate), C1(=CC=CC=C1)P(C1=CC=CC=C1)C1=CC=CC=C1 (triphenylphosphine), N(=NC(=O)OC(C)C)C(=O)OC(C)C (diisopropyl azodicarboxylate). The solvent is C1(=CC=CC=C1)C (toluene), O1CCCC1 (tetrahydrofuran), O1CCCC1 (tetrahydrofuran). Conditions: temperature 0 celsius. Product: C1(CC1)C1=CC=C(C=C1)/C(=C/COC1=CC(=C(OCC(=O)OC)C=C1)C)/C1=CC=C(C=C1)I (methyl (Z)-[4-[3-(4-cyclopropylphenyl)-3-(4-iodophenyl)allyloxy]-2-methylphenoxy]-acetate). RXN SMILES: [CH:1]1([C:4]2[CH:9]=[CH:8][C:7](/[C:10](/[C:14]3[CH:19]=[CH:18][C:17]([I:20])=[CH:16][CH:15]=3)=[CH:11]/[CH2:12][OH:13])=[CH:6][CH:5]=2)[CH2:3][CH2:2]1.O[C:22]1[CH:33]=[CH:32][C:25]([O:26][CH2:27][C:28]([O:30][CH3:31])=[O:29])=[C:24]([CH3:34])[CH:23]=1.C1(P(C2C=CC=CC=2)C2C=CC=CC=2)C=CC=CC=1.N(C(OC(C)C)=O)=NC(OC(C)C)=O>C1(C)C=CC=CC=1.O1CCCC1>[CH:1]1([C:4]2[CH:9]=[CH:8][C:7](/[C:10](/[C:14]3[CH:19]=[CH:18][C:17]([I:20])=[CH:16][CH:15]=3)=[CH:11]/[CH2:12][O:13][C:22]3[CH:33]=[CH:32][C:25]([O:26][CH2:27][C:28]([O:30][CH3:31])=[O:29])=[C:24]([CH3:34])[CH:23]=3)=[CH:6][CH:5]=2)[CH2:3][CH2:2]1. Procedure: The above allyl alcohol (0.98 g, 2.60 mmol), methyl (4-hydroxy-2-methylphenoxy)acetate (0.545 g, 2.78 mmol; compound VÚFB-21004) and triphenylphosphine (0.782 g, 2.98 mmol) were dissolved in a mixture of anhydrous toluene (12 mL) and tetrahydrofuran (4 mL). The mixture was cooled to 0° C., kept under nitrogen and a degassed solution of diisopropyl azodicarboxylate (0.587 mL, 2.98 mmol) in anhydrous tetrahydrofuran (5 mL) was added dropwise. The reaction mixture was allowed to warm up to ambient ... Reactants: COC=1C=C([N+](=NC1OC)[O-])C (5,6-dimethoxy-3-methylpyridazine-2-oxide), C(C)(=O)OC(C)=O (acetic anhydride). The solvent is O (water). The product is C(C)(=O)OCC1=CC(=C(N=N1)OC)OC (6-acetoxymethyl-3,4-dimethoxypyridazine). Reaction SMILES: [CH3:1][O:2][C:3]1[CH:4]=[C:5]([CH3:12])[N+:6]([O-])=[N:7][C:8]=1[O:9][CH3:10].[C:13]([O:16]C(=O)C)(=[O:15])[CH3:14]>O>[C:13]([O:16][CH2:12][C:5]1[N:6]=[N:7][C:8]([O:9][CH3:10])=[C:3]([O:2][CH3:1])[CH:4]=1)(=[O:15])[CH3:14]. Procedure details: A mixture of 5,6-dimethoxy-3-methylpyridazine-2-oxide (0.5 g) in acetic anhydride (2 mL) is refluxed for 2 hours. After cooling the mixture is diluted with water and extracted with ethyl acetate (2×20 mL). The extracts are dried (MgSO4) and evaporated to give a brown oil which is purified by flash chromatography (ethyl acetate as eluent on silica) to give 6-acetoxymethyl-3,4-dimethoxypyridazine (0.27 g) as a colourless oil. The reactants are COC=1C=C(C(=O)CC(=O)OCC)C=CC1OC (ethyl 2-(3,4-dimethoxybenzoyl)-acetate), COC(N(C)C)OC (N,N-dimethylformamide dimethyl acetal). Solvent: O1CCCC1 (tetrahydrofuran). Yields the product COC=1C=C(C(=O)C(C(=O)OCC)=CN(C)C)C=CC1OC (ethyl 2-(3,4-dimethoxybenzoyl)-2-(dimethylaminomethylene)acetate). As a reaction SMILES: [CH3:1][O:2][C:3]1[CH:4]=[C:5]([CH:14]=[CH:15][C:16]=1[O:17][CH3:18])[C:6]([CH2:8][C:9]([O:11][CH2:12][CH3:13])=[O:10])=[O:7].CO[CH:21](OC)[N:22]([CH3:24])[CH3:23]>O1CCCC1>[CH3:1][O:2][C:3]1[CH:4]=[C:5]([CH:14]=[CH:15][C:16]=1[O:17][CH3:18])[C:6]([C:8](=[CH:21][N:22]([CH3:24])[CH3:23])[C:9]([O:11][CH2:12][CH3:13])=[O:10])=[O:7]. Reported procedure: A solution of ethyl 2-(3,4-dimethoxybenzoyl)-acetate (25.2 g) and N,N-dimethylformamide dimethyl acetal (17.9 g) in tetrahydrofuran (100 ml) was refluxed for 18 hours under stirring. The reaction mixture was evaporated in vacuo to give ethyl 2-(3,4-dimethoxybenzoyl)-2-(dimethylaminomethylene)acetate (31.09) as an oil.